This data is from the Open Reaction Database (ORD), a public repository of structured organic reaction records. The task is: describe an organic reaction: reactants, conditions, products, and yield The reactants are O=C([O-])[O-], CO, Cl, [K+], [K+], CC(=O)NCC1CN(c2ccc(C3=CN(C(=O)COC(C)=O)CCC3)c(F)c2)C(=O)O1. Yields the product CC(=O)NCC1CN(c2ccc(C3=CN(C(=O)CO)CCC3)c(F)c2)C(=O)O1. RXN SMILES: [C:32](=[O:33])([O-:34])[O-:35].[CH3:39][OH:40].[ClH:38].[K+:36].[K+:37].[O:1]=[C:2]1[O:3][CH:4]([CH2:27][NH:28][C:29]([CH3:30])=[O:31])[CH2:5][N:6]1[c:7]1[cH:8][c:9]([F:26])[c:10]([C:13]2=[CH:18][N:17]([C:19]([CH2:20][O:21][C:22](=[O:23])[CH3:24])=[O:25])[CH2:16][CH2:15][CH2:14]2)[cH:11][cH:12]1>>[O:1]=[C:2]1[O:3][CH:4]([CH2:27][NH:28][C:29]([CH3:30])=[O:31])[CH2:5][N:6]1[c:7]1[cH:8][c:9]([F:26])[c:10]([C:13]2=[CH:18][N:17]([C:19]([CH2:20][OH:21])=[O:25])[CH2:16][CH2:15][CH2:14]2)[cH:11][cH:12]1. The reactants are ClC1=C(C=CC(=C1)OCC1=CC=CC=C1)CN1N=C(C=C1)NC(C1=C(C=CC=C1F)F)=O (N-[1-({2-chloro-4-[(phenylmethyl)oxy]phenyl}methyl)-1H-pyrazol-3-yl]-2,6-difluorobenzamide). The reagents and catalysts are [Pd] (Pd/C). Solvent: CO (methanol), ClCCl (dichloromethane). Product: ClC1=C(C=CC(=C1)O)CN1N=C(C=C1)NC(C1=C(C=CC=C1F)F)=O (N-{1-[(2-Chloro-4-hydroxyphenyl)methyl]-1H-pyrazol-3-yl}-2,6-difluorobenzamide). RXN SMILES: [Cl:1][C:2]1[CH:7]=[C:6]([O:8]CC2C=CC=CC=2)[CH:5]=[CH:4][C:3]=1[CH2:16][N:17]1[CH:21]=[CH:20][C:19]([NH:22][C:23](=[O:32])[C:24]2[C:29]([F:30])=[CH:28][CH:27]=[CH:26][C:25]=2[F:31])=[N:18]1>CO.ClCCl.[Pd]>[Cl:1][C:2]1[CH:7]=[C:6]([OH:8])[CH:5]=[CH:4][C:3]=1[CH2:16][N:17]1[CH:21]=[CH:20][C:19]([NH:22][C:23](=[O:32])[C:24]2[C:25]([F:31])=[CH:26][CH:27]=[CH:28][C:29]=2[F:30])=[N:18]1. Procedure: A solution of {N-[1-({2-chloro-4-[(phenylmethyl)oxy]phenyl}methyl)-1H-pyrazol-3-yl]-2,6-difluorobenzamide (for a preparation see Example 30)(0.731 g, 1.61 mmol) in methanol (35 ml) was hydrogenated using the H-cube (settings: ambient, 1 bar, 1 ml/min flow rate) and 10% Pd/C CatCart 30 as the catalyst. The solvent was removed in vacuo to leave an oil. The residue was loaded in dichloromethane and purified on silica (100 g) using 0-100% ethyl acetate-cyclohexane. The appropriate fractions were com... Reactants: N (NH3), NC1=NC2=NC(=CC(=C2C=C1)C)C (2-amino-5,7-dimethyl-1,8-naphthyridine), OS(=O)[O-].[Na+] (NaHSO3), BrBr (bromine), BrBr (bromine). The solvent is O (water), C(C)(=O)O (acetic acid). Reaction conditions: temperature 60 celsius. The product is NC1=NC2=NC(=C(C(=C2C=C1)C)Br)C (2-Amino-6-bromo-5,7-dimethyl-1,8-naphthyridine). Yield: 52.4%. RXN SMILES: [NH2:1][C:2]1[CH:11]=[CH:10][C:9]2[C:4](=[N:5][C:6]([CH3:13])=[CH:7][C:8]=2[CH3:12])[N:3]=1.[Br:14]Br.OS([O-])=O.[Na+].N>C(O)(=O)C.O>[NH2:1][C:2]1[CH:11]=[CH:10][C:9]2[C:4](=[N:5][C:6]([CH3:13])=[C:7]([Br:14])[C:8]=2[CH3:12])[N:3]=1 |f:2.3|. Procedure: 173 g (1 mol) of 2-amino-5,7-dimethyl-1,8-naphthyridine is suspended in 500 ml of glacial acetic acid. At 60° C. and with stirring, 160 g (1 mol) of bromine is dripped in, the solid going into solution. After all has been added, the mixture is stirred overnight at room temperature (20° C.) and then poured into 1 liter of water. Excess bromine is reduced by adding a small amount of NaHSO3. The pH is brought to 4 with concentrated NH3 solution. The mixture is stirred for about 30 minutes and the p... Starting materials: [O-2].[Ca+2] (calcium oxide), NCC(=O)O (glycine). The solvent is C(C)O (ethanol). Reaction conditions: time 5 hour. Yields the product NCC(=O)[O-].[Ca+2].NCC(=O)[O-] (calcium glycinate). Yield: 99.9%. As a reaction SMILES: [O-2].[Ca+2:2].[NH2:3][CH2:4][C:5]([OH:7])=[O:6]>C(O)C>[NH2:3][CH2:4][C:5]([O-:7])=[O:6].[Ca+2:2].[NH2:3][CH2:4][C:5]([O-:7])=[O:6] |f:0.1,4.5.6|. Reported procedure: 5.6 grams (0.1 Mole) of calcium oxide and 15 grams (0.2 Mole) of glycine were placed into a beaker provided with a reflux condenser. 100 ml ethanol was added and the mixture was stirred and boiled at atmospheric pressure for 5 hours. The reaction mixture was then cooled, and thereafter filtered yielding 18.8 grams of calcium glycinate having the physical characteristic of a fine white powder. Approximately 80% of the ethanol solvent was recovered after filtration and may be reused. Starting materials: C(C1=CC=CC=C1)N1C(COC(C1)(CCOS(=O)(=O)C)C1=CC(=C(C=C1)Cl)Cl)=O (4-Benzyl-6-(3,4-dichlorophenyl)-6-[2-(methanesulfonyloxy)ethyl]morpholin-3-one), C1(=CC=C(C=C1)S(=O)(=O)O)C.CN(C=1SC=C(N1)C1(CCNCC1)C1=CC=CC=C1)C (4-[2-(dimethylamino)thiazol-4-yl]-4-phenylpiperidine p-toluenesulfonate), C(=O)([O-])[O-].[K+].[K+] (K2CO3). Run in CN(C)C=O (DMF). Yields the product Cl.Cl.C(C1=CC=CC=C1)N1C(COC(C1)(CCN1CCC(CC1)(C1=CC=CC=C1)C=1N=C(SC1)N(C)C)C1=CC(=C(C=C1)Cl)Cl)=O (4-Benzyl-6-(3,4-dichlorophenyl)-6-[2-[4-(2-dimethylaminothiazol-4-yl)-4-phenylpiperid-1-yl]ethyl]-morpholin-3-one dihydrochloride). The yield is 131.5%. RXN SMILES: [CH2:1]([N:8]1[CH2:13][C:12]([C:21]2[CH:26]=[CH:25][C:24]([Cl:27])=[C:23]([Cl:28])[CH:22]=2)([CH2:14][CH2:15]OS(C)(=O)=O)[O:11][CH2:10][C:9]1=[O:29])[C:2]1[CH:7]=[CH:6][CH:5]=[CH:4][CH:3]=1.C1(C)C=CC(S(O)(=O)=O)=CC=1.[CH3:41][N:42]([CH3:60])[C:43]1[S:44][CH:45]=[C:46]([C:48]2([C:54]3[CH:59]=[CH:58][CH:57]=[CH:56][CH:55]=3)[CH2:53][CH2:52][NH:51][CH2:50][CH2:49]2)[N:47]=1.C([O-])([O-])=O.[K+].[K+]>CN(C=O)C>[ClH:27].[ClH:27].[CH2:1]([N:8]1[CH2:13][C:12]([C:21]2[CH:26]=[CH:25][C:24]([Cl:27])=[C:23]([Cl:28])[CH:22]=2)([CH2:14][CH2:15][N:51]2[CH2:50][CH2:49][C:48]([C:46]3[N:47]=[C:43]([N:42]([CH3:60])[CH3:41])[S:44][CH:45]=3)([C:54]3[CH:55]=[CH:56][CH:57]=[CH:58][CH:59]=3)[CH2:53][CH2:52]2)[O:11][CH2:10][C:9]1=[O:29])[C:2]1[CH:3]=[CH:4][CH:5]=[CH:6][CH:7]=1 |f:1.2,3.4.5,7.8.9|. Procedure details: This compound is prepared by the procedure described in EXAMPLE 41 from 1.1 g of the compound obtained in step B of EXAMPLE 14, 1.3 g of 4-[2-(dimethylamino)thiazol-4-yl]-4-phenylpiperidine p-toluenesulfonate, 0.97 g of K2CO3 and 4 ml of DMF to give 0.76 g of the expected product. M.p.=155°-160° C. Reactants: [Cl-].[NH4+] (ammonium chloride), C(C)(C)(C)OC(=O)N1CC=2C(=C3C(=NC2CC1)C=CC=C3)C(=O)OC (Methyl 2-t-butoxycarbonyl-1,2,3,4-tetrahydro-benzo[b][1,6]-naphthyridine-10-carboxylate), [BH4-].[Na+] (sodium tetrahydroborate), [Cl-].[Ca+2].[Cl-] (calcium chloride). Solvent: C(C)O (ethanol), C(C)O (ethanol). Run at time 4 hour. Yields the product C(C)(C)(C)OC(=O)N1CC=2C(=C3C(=NC2CC1)C=CC=C3)CO (2-t-butoxycarbonyl-10-hydroxymethyl-1,2,3,4-tetrahydro-benzo[b][1,6]-naphthyridine). Yield: 46.1%. As a reaction SMILES: [C:1]([O:5][C:6]([N:8]1[CH2:17][CH2:16][C:15]2[N:14]=[C:13]3[CH:18]=[CH:19][CH:20]=[CH:21][C:12]3=[C:11]([C:22](OC)=[O:23])[C:10]=2[CH2:9]1)=[O:7])([CH3:4])([CH3:3])[CH3:2].[BH4-].[Na+].[Cl-].[Ca+2].[Cl-].[Cl-].[NH4+]>C(O)C>[C:1]([O:5][C:6]([N:8]1[CH2:17][CH2:16][C:15]2[N:14]=[C:13]3[CH:18]=[CH:19][CH:20]=[CH:21][C:12]3=[C:11]([CH2:22][OH:23])[C:10]=2[CH2:9]1)=[O:7])([CH3:4])([CH3:2])[CH3:3] |f:1.2,3.4.5,6.7|. Reported procedure: Methyl 2-t-butoxycarbonyl-1,2,3,4-tetrahydro-benzo[b][1,6]-naphthyridine-10-carboxylate (1.14 g, 3.05 mmol) was dissolved in ethanol (3 ml), followed by adding thereto sodium tetrahydroborate (138.4 mg, 3.66 mmol) and then a solution of calcium chloride (338.5 mg, 3.05 mmol) in ethanol (3 ml) under ice-cooling, and the resulting mixture was stirred at room temperature for 4 hours and then at 60° C. for 3 hours. A saturated aqueous ammonium chloride solution was added to the reaction mixture, fol... The reactants are ClCCOC1=CC=C2C(=CN(C(C2=C1)=O)C=1C=C(C(=O)O)C=CC1C)C (3-[7-(2-chloroethoxy)-4-methyl-1-oxoisoquinolin-2(1H)-yl]-4-methylbenzoic acid), CCN(C(C)C)C(C)C (N,N′-diisopropylethylamine), C(C)N (ethylamine), C(C(=O)Cl)(=O)Cl (oxalyl chloride). The solvent is CN(C)C=O (DMF), C(Cl)Cl (methylene chloride), C1CCOC1 (THF). Run at temperature 0 celsius, time 17 hour. Product: ClCCOC1=CC=C2C(=CN(C(C2=C1)=O)C=1C=C(C(=O)NCC)C=CC1C)C (3-[7-(2-chloroethoxy)-4-methyl-1-oxoisoquinolin-2(1H)-yl]-N-ethyl-4-methylbenzamide). As a reaction SMILES: [Cl:1][CH2:2][CH2:3][O:4][C:5]1[CH:14]=[C:13]2[C:8]([C:9]([CH3:26])=[CH:10][N:11]([C:16]3[CH:17]=[C:18]([CH:22]=[CH:23][C:24]=3[CH3:25])[C:19](O)=[O:20])[C:12]2=[O:15])=[CH:7][CH:6]=1.C(Cl)(=O)C(Cl)=O.[CH3:33][CH2:34][N:35](C(C)C)C(C)C.C(N)C>C(Cl)Cl.C1COCC1.CN(C=O)C>[Cl:1][CH2:2][CH2:3][O:4][C:5]1[CH:14]=[C:13]2[C:8]([C:9]([CH3:26])=[CH:10][N:11]([C:16]3[CH:17]=[C:18]([CH:22]=[CH:23][C:24]=3[CH3:25])[C:19]([NH:35][CH2:34][CH3:33])=[O:20])[C:12]2=[O:15])=[CH:7][CH:6]=1. Reported procedure: A suspension of 3-[7-(2-chloroethoxy)-4-methyl-1-oxoisoquinolin-2(1H)-yl]-4-methylbenzoic acid (425 mg) in methylene chloride (8 ml) was cooled to 0° C. and oxalyl chloride (0.2 ml) was added followed by DMF (10 μL) and the reaction mixture was left to stir at room temperature for 1 hour when N,N′-diisopropylethylamine (0.8 ml) and ethylamine (2.28 ml of a 2.0M in THF) were added. The reaction mixture was stirred at room temperature for 17 hours and concentrated. The residue was diluted with eth... Reactants: [Br-], Cc1ccc([Mg+])cc1, Cl, Cc1nc(C#N)c(N)n1C, [Na+], C1CCOC1, [OH-]. The product is Cc1ccc(C(=O)c2nc(C)n(C)c2N)cc1. RXN SMILES: [Br-:11].[CH3:12][c:13]1[cH:14][cH:15][c:16]([Mg+:19])[cH:17][cH:18]1.[ClH:20].[NH2:1][c:2]1[c:3]([C:9]#[N:10])[n:4][c:5]([CH3:8])[n:6]1[CH3:7].[Na+:22].[O:23]1[CH2:24][CH2:25][CH2:26][CH2:27]1.[OH-:21]>>[NH2:1][c:2]1[c:3]([C:9]([c:16]2[cH:15][cH:14][c:13]([CH3:12])[cH:18][cH:17]2)=[O:21])[n:4][c:5]([CH3:8])[n:6]1[CH3:7].